Dataset: the Open Reaction Database (ORD), a public repository of structured organic reaction records. Task: describe an organic reaction: reactants, conditions, products, and yield Starting materials: CO, COc1c(CCl)cnc(C)c1Cl. The product is COc1c(C)cnc(C)c1Cl. Reaction SMILES: [CH3:13][OH:14].[Cl:1][c:2]1[c:3]([CH3:12])[n:4][cH:5][c:6]([CH2:10][Cl:11])[c:7]1[O:8][CH3:9]>>[Cl:1][c:2]1[c:3]([CH3:12])[n:4][cH:5][c:6]([CH3:10])[c:7]1[O:8][CH3:9]. Reactants: C(C)OC=1C=C(\C=N\C2=CC=C(C#N)C=C2)C=CC1OC(C)C ((E)-4-(3-ethoxy-4-isopropoxybenzylideneamino)benzonitrile), C(C)OC=1C=C(C(=C(C=O)C1)F)OC(C)C (5-ethoxy-2-fluoro-3-isopropoxybenzaldehyde), NC1=CC=C(C#N)C=C1 (4-aminobenzonitrile). Yields the product C(C)OC=1C=C(C(=C(\C=N\C2=CC=C(C#N)C=C2)C1)F)OC(C)C ((E)-4-(5-ethoxy-2-fluoro-3-isopropoxybenzylideneamino)benzonitrile). Reaction SMILES: C(OC1C=C(C=CC=1OC(C)C)/C=[N:8]/[C:9]1[CH:16]=[CH:15][C:12]([C:13]#[N:14])=[CH:11][CH:10]=1)C.[CH2:24]([O:26][C:27]1[CH:28]=[C:29]([O:36][CH:37]([CH3:39])[CH3:38])[C:30]([F:35])=[C:31]([CH:34]=1)[CH:32]=O)[CH3:25].NC1C=CC(C#N)=CC=1>>[CH2:24]([O:26][C:27]1[CH:28]=[C:29]([O:36][CH:37]([CH3:39])[CH3:38])[C:30]([F:35])=[C:31]([CH:34]=1)/[CH:32]=[N:8]/[C:9]1[CH:16]=[CH:15][C:12]([C:13]#[N:14])=[CH:11][CH:10]=1)[CH3:25]. Procedure: According to the procedure for Intermediate 1.1, Intermediate 7.2 (3.13 g, 13.8 mmol) and 4-aminobenzonitrile (1.63 g, 13.8 mmol) afforded 4.45 g of Intermediate 7.3 as a yellow solid. Starting materials: [N+](=O)([O-])C=1C=NC2=CC=CC=C2C1N[C@H](CNC(OC(C)(C)C)=O)C (tert-butyl (2S)-2-[(3-nitroquinolin-4-yl)amino]propylcarbamate), CO.C(Cl)Cl (methanol CH2Cl2). The solvent is C(C)#N (acetonitrile). Yields the product title compound, C[C@H]1CNC=2N1C1=C(C=NC3=CC=CC=C13)N2 ((10S)-10-methyl-9,10-dihydro-8H-imidazo[1′,2′:1,2]imidazo[4,5-c]quinoline). Reaction SMILES: [N+:1]([C:4]1[CH:5]=[N:6][C:7]2[C:12]([C:13]=1[NH:14][C@@H:15]([CH3:25])[CH2:16][NH:17][C:18](=O)OC(C)(C)C)=[CH:11][CH:10]=[CH:9][CH:8]=2)([O-])=O.CO.C(Cl)Cl>C(#N)C>[CH3:25][C@@H:15]1[N:14]2[C:13]3[C:12]4[C:7](=[CH:8][CH:9]=[CH:10][CH:11]=4)[N:6]=[CH:5][C:4]=3[N:1]=[C:18]2[NH:17][CH2:16]1 |f:1.2|. Procedure: The title compound was prepared from tert-butyl (2S)-2-[(3-nitroquinolin-4-yl)amino]propylcarbamate according to the methods of Parts C through G of Example 22 with the following modifications. Part C was carried out in acetonitrile as the solvent. Part D required chromatography (SiO2, 0-6% methanol/CH2Cl2). Following chromatographic purification (SiO2, 20-40% CMA/CHCl3) in Part G, the title compound, (10S)-10-methyl-9,10-dihydro-8H-imidazo[1′,2′:1,2]imidazo[4,5-c]quinoline (2.14 g), was obtaine... Starting materials: FC1=CC=C(C=C1)S(=O)(=O)CC=1N=C(OC1C)C1=CC=C(C(=O)NCC=2C=NC=CC2)C=C1 (4-(4-{[(4-Fluorophenyl)sulfonyl]methyl}-5-methyl-1,3-oxazol-2-yl)-N-(3-pyridinylmethyl)benzamide), CN1CCNCC1 (1-methylpiperazine). Solvent: CS(=O)C (DMSO). Run at temperature 130 celsius, time 16 hour. Product: CC1=C(N=C(O1)C1=CC=C(C(=O)NCC=2C=NC=CC2)C=C1)CS(=O)(=O)C1=CC=C(C=C1)N1CCN(CC1)C (4-[5-Methyl-4-({[4-(4-methyl-1-piperazinyl)phenyl]sulfonyl}methyl)-1,3-oxazol-2-yl]-N-(3-pyridinylmethyl)benzamide). Yield: 31.0%. RXN SMILES: F[C:2]1[CH:7]=[CH:6][C:5]([S:8]([CH2:11][C:12]2[N:13]=[C:14]([C:18]3[CH:33]=[CH:32][C:21]([C:22]([NH:24][CH2:25][C:26]4[CH:27]=[N:28][CH:29]=[CH:30][CH:31]=4)=[O:23])=[CH:20][CH:19]=3)[O:15][C:16]=2[CH3:17])(=[O:10])=[O:9])=[CH:4][CH:3]=1.[CH3:34][N:35]1[CH2:40][CH2:39][NH:38][CH2:37][CH2:36]1>CS(C)=O>[CH3:17][C:16]1[O:15][C:14]([C:18]2[CH:33]=[CH:32][C:21]([C:22]([NH:24][CH2:25][C:26]3[CH:27]=[N:28][CH:29]=[CH:30][CH:31]=3)=[O:23])=[CH:20][CH:19]=2)=[N:13][C:12]=1[CH2:11][S:8]([C:5]1[CH:6]=[CH:7][C:2]([N:38]2[CH2:39][CH2:40][N:35]([CH3:34])[CH2:36][CH2:37]2)=[CH:3][CH:4]=1)(=[O:10])=[O:9]. Procedure: A mixture of fluoride 48 (112 mg, 0.24 mmol) and 1-methylpiperazine (1 mL) in DMSO (1 mL) was stirred in a sealed tube at 130° C. for 16 h. The solvent was evaporated and the residue was suspended in ice/water (50 mL) for 1 h. The mixture was partitioned between CHCl3 (200 mL) and water (50 mL) and the solvent evaporated. The mixture was dissolved in EtOAc (5 mL) and the precipitated filtered to give benzamide 49 (41 mg, 31%) as a white powder: mp (EtOAc) 210-215° C.; 1H NMR δ 9.23 (s, 1H, CONH)... Starting materials: O1CCOC12CCNCC2 (1,4-dioxa-8-azaspiro[4.5]decane), ClC1=NC=CC=C1C(F)(F)F (2-Chloro-3-(trifluoromethyl)pyridine), O1CCOC12CCNCC2 (1,4-dioxa-8-azaspiro[4.5]decane), C(=O)([O-])[O-].[K+].[K+] (K2CO3), O1CCOC12CCNCC2 (1,4-dioxa-8-azaspiro[4.5]decane). Solvent: C(C)OCC (diethyl ether), CS(=O)C (DMSO). Conditions: temperature 100 celsius, time 3 hour. The product is FC(C=1C(=NC=CC1)N1CCC(CC1)=O)(F)F (1-[3-(trifluoromethyl)pyridin-2-yl]piperidin-4-one). As a reaction SMILES: Cl[C:2]1[C:7]([C:8]([F:11])([F:10])[F:9])=[CH:6][CH:5]=[CH:4][N:3]=1.C([O-])([O-])=O.[K+].[K+].O1[C:22]2([CH2:27][CH2:26][NH:25][CH2:24][CH2:23]2)[O:21]CC1>CS(C)=O.C(OCC)C>[F:9][C:8]([F:11])([F:10])[C:7]1[C:2]([N:25]2[CH2:26][CH2:27][C:22](=[O:21])[CH2:23][CH2:24]2)=[N:3][CH:4]=[CH:5][CH:6]=1 |f:1.2.3|. Procedure details: 2-Chloro-3-(trifluoromethyl)pyridine (11.92 g, 65.7 mmol)), K2CO3(19.10 g, 138 mmol), and 1,4-dioxa-8-azaspiro[4.5]decane (8.85 mL, 69.0 mmol) were combined in DMSO (65 mL) and stirred at 100° C. for 3 hours. The mixture was treated with additional 1,4-dioxa-8-azaspiro[4.5]decane (2.0 mL, 16 mmol), stirred for 2 hours, treated with additional 1,4-dioxa-8-azaspiro[4.5]decane (1.0 mL, 7.8 mmol), and stirred for 1 hour. The mixture was diluted with diethyl ether (200 mL), washed with water (250 mL)...